From a dataset of the Open Reaction Database (ORD), a public repository of structured organic reaction records. describe an organic reaction: reactants, conditions, products, and yield The reactants are OC1=C(C=CC=C1)CCCC(C)(O)C (5-(o-hydroxyphenyl)-2-methyl-2-pentanol), p-tosic acid. Run in C(Cl)Cl (methylene chloride), C(Cl)(Cl)Cl (chloroform). Reaction conditions: temperature 80 celsius. The product is CC1(OC2=C(CCC1)C=CC=C2)C (2,2-dimethyl-2,3,4,5-tetrahydro-1-benzoxepin). Reaction SMILES: O[C:2]1[CH:7]=[CH:6][CH:5]=[CH:4][C:3]=1[CH2:8][CH2:9][CH2:10][C:11]([CH3:14])([OH:13])[CH3:12]>C(Cl)(Cl)Cl.C(Cl)Cl>[CH3:12][C:11]1([CH3:14])[CH2:10][CH2:9][CH2:8][C:3]2[CH:4]=[CH:5][CH:6]=[CH:7][C:2]=2[O:13]1. Procedure details: To a solution of 100 mg (0.52 mmol) 5-(o-hydroxyphenyl)-2-methyl-2-pentanol in 2 ml chloroform is added 25 mg (25 wt %) of p-tosic acid in one portion. The resulting solution is then heated at 80° C. for 2 hours. The reaction mixture is then diluted with methylene chloride and washed with a sat. solution of sodium bicarbonate. The organic layer is dried (MgSO4), filtered and concentrated to obtain 2,2-dimethyl-2,3,4,5-tetrahydro-1-benzoxepin which is used directly in the next step. The reactants are ClC1=CC(=C(C=C1)F)Cl (1,3-dichloro-4-fluorobenzene), N1CCNCC1 (piperazine). Solvent: CN(C(C)=O)C (N,N-dimethylacetamide). Yields the product ClC1=C(C=CC(=C1)Cl)N1CCNCC1 (1-(2,4-dichlorophenyl)piperazine). As a reaction SMILES: [Cl:1][C:2]1[CH:7]=[CH:6][C:5](F)=[C:4]([Cl:9])[CH:3]=1.[NH:10]1[CH2:15][CH2:14][NH:13][CH2:12][CH2:11]1>CN(C)C(=O)C>[Cl:9][C:4]1[CH:3]=[C:2]([Cl:1])[CH:7]=[CH:6][C:5]=1[N:10]1[CH2:15][CH2:14][NH:13][CH2:12][CH2:11]1. Procedure: A mixture of 1,3-dichloro-4-fluorobenzene )Aldrich; 4.21 g), piperazine (Aldrich; 11.0 g), and N,N-dimethylacetamide (Aldrich; 15 mL) is heated at 165° C. for 6.5 h. After cooling, the mixture is partitioned between dichloromethane and aq. sodium bicarbonate. The organic layers are dried over sodium sulfate and concentrated under reduced pressure to give 4.48 g of 1-(2,4-dichlorophenyl)piperazine. 1H NMR (CDCl3) δ 3.00, 3.06, 6.96, 7.19, 7.36.